From a dataset of the Open Reaction Database (ORD), a public repository of structured organic reaction records. describe an organic reaction: reactants, conditions, products, and yield The reactants are Cc1ccccc1, COC(=O)CN(C)C(=O)Cc1ccccc1Oc1ccc(Cl)cc1, O. As a reaction SMILES: [CH3:26][c:27]1[cH:28][cH:29][cH:30][cH:31][cH:32]1.[Cl:1][c:2]1[cH:3][cH:4][c:5]([O:6][c:7]2[c:8]([CH2:13][C:14](=[O:15])[N:16]([CH2:17][C:18](=[O:19])[O:20][CH3:21])[CH3:22])[cH:9][cH:10][cH:11][cH:12]2)[cH:23][cH:24]1.[OH2:25]>>[Cl:1][c:2]1[cH:3][cH:4][c:5]([O:6][c:7]2[c:8]([CH:13]3[C:14](=[O:15])[N:16]([CH3:22])[CH2:17][C:18]3=[O:19])[cH:9][cH:10][cH:11][cH:12]2)[cH:23][cH:24]1. Product: CN1CC(=O)C(c2ccccc2Oc2ccc(Cl)cc2)C1=O. Reactants: ClC1=NC(=CC(=N1)OC1=CC=CC2=C1N=C(S2)NC(C)=O)C2=CC=C(C=C2)C(F)(F)F (N-{4-[2-chloro-6-(4-trifluoromethyl-phenyl)-pyrimidin-4-yloxy]-benzothiazol-2-yl}-acetamide), CN(C)C=O (DMF). Reagents/catalysts: [C-]#N.[Zn+2].[C-]#N (zinc cyanide), C=1C=CC(=CC1)[P](C=2C=CC=CC2)(C=3C=CC=CC3)[Pd]([P](C=4C=CC=CC4)(C=5C=CC=CC5)C=6C=CC=CC6)([P](C=7C=CC=CC7)(C=8C=CC=CC8)C=9C=CC=CC9)[P](C=1C=CC=CC1)(C=1C=CC=CC1)C=1C=CC=CC1 (Pd(PPh3)4). The solvent is C(=O)(O)[O-].[Na+] (NaHCO3), COCCOC (1,2-dimethoxyethane). Run at temperature 130 celsius. Yields the product C(#N)C1=NC(=CC(=N1)OC1=CC=CC2=C1N=C(S2)NC(C)=O)C2=CC=C(C=C2)C(F)(F)F (N-{4-[2-Cyano-6-(4-trifluoromethyl-phenyl)-pyrimidin-4-yloxy]-benzothiazol-2-yl}-acetamide). As a reaction SMILES: Cl[C:2]1[N:7]=[C:6]([O:8][C:9]2[C:14]3[N:15]=[C:16]([NH:18][C:19](=[O:21])[CH3:20])[S:17][C:13]=3[CH:12]=[CH:11][CH:10]=2)[CH:5]=[C:4]([C:22]2[CH:27]=[CH:26][C:25]([C:28]([F:31])([F:30])[F:29])=[CH:24][CH:23]=2)[N:3]=1.[CH3:32][N:33](C=O)C>COCCOC.C([O-])(O)=O.[Na+].[C-]#N.[Zn+2].[C-]#N.C1C=CC([P]([Pd]([P](C2C=CC=CC=2)(C2C=CC=CC=2)C2C=CC=CC=2)([P](C2C=CC=CC=2)(C2C=CC=CC=2)C2C=CC=CC=2)[P](C2C=CC=CC=2)(C2C=CC=CC=2)C2C=CC=CC=2)(C2C=CC=CC=2)C2C=CC=CC=2)=CC=1>[C:32]([C:2]1[N:7]=[C:6]([O:8][C:9]2[C:14]3[N:15]=[C:16]([NH:18][C:19](=[O:21])[CH3:20])[S:17][C:13]=3[CH:12]=[CH:11][CH:10]=2)[CH:5]=[C:4]([C:22]2[CH:27]=[CH:26][C:25]([C:28]([F:31])([F:30])[F:29])=[CH:24][CH:23]=2)[N:3]=1)#[N:33] |f:3.4,5.6.7,^1:56,58,77,96|. Procedure: A mixture of N-{4-[2-chloro-6-(4-trifluoromethyl-phenyl)-pyrimidin-4-yloxy]-benzothiazol-2-yl}-acetamide (237 mg, 0.519 mmol, Example 7(d)), zinc cyanide (32 mg, 0.27 mmol) and Pd(PPh3)4 (47 mg, 0.04 mmol, Aldrich) in DMF (1.0 mL) and 1,2-dimethoxyethane (1.0 mL) was heated at 130° C. in a microwave synthesizer for 20 min. The reaction mixture was cooled to room temperature, diluted with saturated aqueous solution of NaHCO3 (10 mL) and extracted with EtOAc (3×30 mL). The combined EtOAc extracts ... Starting materials: COC(C1=CC=C(C=C1)\C=C\C(C=1C(=NC=CC1)NC1=CC=CC=C1)=O)=O (4-[(E)-3-oxo-3-(2-phenylamino-pyridin-3-yl)-propenyl]-benzoic acid methyl ester), [H][H] (hydrogen). The reagents and catalysts are [Pd] (palladium on carbon). Run in C(C)(=O)OCC (ethyl acetate). Reaction conditions: temperature 25 celsius, time 8 hour. The product is ethyl acetate hexanes, COC(C1=CC=C(C=C1)CCC(C=1C(=NC=CC1)NC1=CC=CC=C1)=O)=O (4-[3-oxo-3-(2-phenylamino-pyridin-3-yl)-propyl]-benzoic acid methyl ester). The yield is 81.1%. Reaction SMILES: [CH3:1][O:2][C:3](=[O:27])[C:4]1[CH:9]=[CH:8][C:7](/[CH:10]=[CH:11]/[C:12](=[O:26])[C:13]2[C:14]([NH:19][C:20]3[CH:25]=[CH:24][CH:23]=[CH:22][CH:21]=3)=[N:15][CH:16]=[CH:17][CH:18]=2)=[CH:6][CH:5]=1.[H][H]>[Pd].C(OCC)(=O)C>[CH3:1][O:2][C:3](=[O:27])[C:4]1[CH:5]=[CH:6][C:7]([CH2:10][CH2:11][C:12](=[O:26])[C:13]2[C:14]([NH:19][C:20]3[CH:25]=[CH:24][CH:23]=[CH:22][CH:21]=3)=[N:15][CH:16]=[CH:17][CH:18]=2)=[CH:8][CH:9]=1. Procedure: A mixture of 4-[(E)-3-oxo-3-(2-phenylamino-pyridin-3-yl)-propenyl]-benzoic acid methyl ester (2.45 g, 6.84 mmol) and ethyl acetate (280 mL, 0.024M) was treated with 10% palladium on carbon (0.24 g, 10% weight of starting material used). The flask was fitted with a hydrogen balloon, and the reaction stirred at 25° C. overnight. At this time, the reaction was filtered through a pad of Celite®, rinsed with ethyl acetate, and concentrated in vacuo. Flash chromatography (AnaLogix Intelliflash 280, 80... As a reaction SMILES: [Cl:1][C:2]1[CH:3]=[CH:4][C:5]2[N:11]3[CH:12]=[N:13][N:14]=[C:10]3[CH2:9][CH:8]=[C:7]([C:15]3[CH:20]=[CH:19][CH:18]=[CH:17][C:16]=3[F:21])[C:6]=2[CH:22]=1.[Br:23]Br>C(Cl)(Cl)Cl.N1C=CC=CC=1>[Br:23][C:12]1[N:11]2[C:5]3[CH:4]=[CH:3][C:2]([Cl:1])=[CH:22][C:6]=3[C:7]([C:15]3[CH:20]=[CH:19][CH:18]=[CH:17][C:16]=3[F:21])=[CH:8][CH2:9][C:10]2=[N:14][N:13]=1. Yields the product BrC1=NN=C2N1C1=C(C(=CC2)C2=C(C=CC=C2)F)C=C(C=C1)Cl (1-bromo-8-chloro-6-(2-fluorophenyl)-4H-s-triazolo[4,3-a][1]benzazepine). Solvent: C(Cl)(Cl)Cl (chloroform), N1=CC=CC=C1 (pyridine). The reactants are ClC=1C=CC2=C(C(=CCC=3N2C=NN3)C3=C(C=CC=C3)F)C1 (8-chloro-6-(2-fluorophenyl)-4H-s-triazolo[4,3-a][1]benzazepine), BrBr (bromine). Procedure details: 8.5 g of 8-chloro-6-(2-fluorophenyl)-4H-s-triazolo[4,3-a][1]benzazepine are dissolved in 135 ml of chloroform and 3.3 ml of pyridine. 2.0 ml of bromine are added dropwise at room temperature while stirring. The mixture is then heated to 55°-60° for 50 minutes and evaporated in vacuo. The residue is chromatographed on 550 g of silica gel. By elution with chloroform which contains 0.3% or 0.4% methanol and crystallization of the obtained material from benzene there is obtained 1-bromo-8-chloro-6-(... Starting materials: [Cl-].[NH4+] (ammonium chloride), S1C(=CC2=C1C=CC=C2)C(O)C2=C(C=CC(=C2)Br)F (1-benzothien-2-yl(5-bromo-2-fluorophenyl)methanol), N1C=NC=C1 (imidazole), C(C)(C)(C)[Si](Cl)(C)C (tert-butyldimethylchlorosilane). The reagents and catalysts are CN(C1=CC=NC=C1)C (4-(dimethylamino)pyridine). Solvent: CN(C=O)C (dimethylformamide). Run at time 7 hour. Product: S1C(=CC2=C1C=CC=C2)C(O[Si](C)(C)C(C)(C)C)C2=C(C=CC(=C2)Br)F ([1-benzothien-2-yl(5-bromo-2-fluorophenyl)methoxy](tert-butyl)dimethylsilane). Isolated yield 78.0%. As a reaction SMILES: [S:1]1[C:5]2[CH:6]=[CH:7][CH:8]=[CH:9][C:4]=2[CH:3]=[C:2]1[CH:10]([C:12]1[CH:17]=[C:16]([Br:18])[CH:15]=[CH:14][C:13]=1[F:19])[OH:11].N1C=CN=C1.[C:25]([Si:29]([CH3:32])([CH3:31])Cl)([CH3:28])([CH3:27])[CH3:26].[Cl-].[NH4+]>CN(C)C1C=CN=CC=1.CN(C)C=O>[S:1]1[C:5]2[CH:6]=[CH:7][CH:8]=[CH:9][C:4]=2[CH:3]=[C:2]1[CH:10]([C:12]1[CH:17]=[C:16]([Br:18])[CH:15]=[CH:14][C:13]=1[F:19])[O:11][Si:29]([C:25]([CH3:28])([CH3:27])[CH3:26])([CH3:32])[CH3:31] |f:3.4|. Procedure details: To a dimethylformamide (20 ml) solution of 1-benzothien-2-yl(5-bromo-2-fluorophenyl)methanol (5.0 g) were added imidazole (1.3 g), a catalytic amount of 4-(dimethylamino)pyridine and tert-butyldimethylchlorosilane (2.7 g), followed by stirring at room temperature for 7 hours. To the reaction mixture was added a saturated aqueous ammonium chloride solution, followed by extraction with ethyl acetate. The organic layer was washed with a saturated aqueous ammonium chloride solution and a saturated a... Starting materials: C(C)(=O)C1=CC=CC=C1 (acetophenone), CC(=O)C1=CC=C(C=C1)OC (4-methoxyacetophenone), C(C)(=O)O (acetic acid), [H-].[Na+] (sodium hydride), C(OCC)(OCC)=O (diethyl carbonate). Run in C1(=CC=CC=C1)C (toluene), O (water), C1(=CC=CC=C1)C (toluene), C1(=CC=CC=C1)C (toluene), C1(=CC=CC=C1)C (toluene), C1(=CC=CC=C1)C (toluene), C1(=CC=CC=C1)C (toluene). Reaction conditions: time 5 minute. Product: COC1=CC=C(C=C1)C(CC(=O)OCC)=O (Ethyl 3-(4-methoxyphenyl)-3-oxopropionate). Reaction SMILES: [H-].[Na+].[C:3](=[O:10])([O:7][CH2:8][CH3:9])OCC.[CH3:11][C:12]([C:14]1[CH:19]=[CH:18][C:17]([O:20][CH3:21])=[CH:16][CH:15]=1)=[O:13].C(O)(=O)C.C(C1C=CC=CC=1)(=O)C>C1(C)C=CC=CC=1.O>[CH3:21][O:20][C:17]1[CH:18]=[CH:19][C:14]([C:12](=[O:13])[CH2:11][C:3]([O:7][CH2:8][CH3:9])=[O:10])=[CH:15][CH:16]=1 |f:0.1|. Procedure details: Simultaneous reactions were run in both a 65-L reactor and a 35-L reactor that share the same reflux system. A nitrogen atmosphere was maintained in both. 4.0 kg (100 moles) of 60% sodium hydride in mineral oil and 32 L toluene were charged into the ambient temperature reactors. The mixture was agitated for 5 minutes and allowed to settle. 20 L of the toluene solution was aspirated. 28 L of toluene was added, agitated for 5 minutes, allowed to settle and 28 L of the toluene solution was aspirate... Starting materials: COC(=O)C=1OC(=C(C1)COC1=CC=C(C=C1)B1OC(C(O1)(C)C)(C)C)C (5-methyl-4-[4-(4,4,5,5-tetramethyl-[1, 3,2]dioxaborolan-2-yl)-phenoxymethyl]-furan-2-carboxylic acid methyl ester), FC(OC1=CC=C(C=C1)I)F (4-difluoromethoxy-1-iodo-benzene), C([O-])([O-])=O.[Cs+].[Cs+] (cesium carbonate), ClCCl (dichloromethane), FC(OC1=CC=C(C=C1)I)F (4-difluoromethoxy-1-iodo-benzene), ClCCl (dichloromethane). The solvent is O1CCOCC1 (1,4-dioxan). Conditions: temperature 80 celsius, time 4 hour. The product is 1v/v, COC(=O)C=1OC(=C(C1)COC1=CC=C(C=C1)C1=CC=C(C=C1)OC(F)F)C (4-(4′-difluoromethoxy-biphenyl-4-yloxymethyl)-5-methyl-furan-2-carboxylic acid methyl ester). Isolated yield 57.2%. Reaction SMILES: [CH3:1][O:2][C:3]([C:5]1[O:6][C:7]([CH3:27])=[C:8]([CH2:10][O:11][C:12]2[CH:17]=[CH:16][C:15](B3OC(C)(C)C(C)(C)O3)=[CH:14][CH:13]=2)[CH:9]=1)=[O:4].[F:28][CH:29]([F:38])[O:30][C:31]1[CH:36]=[CH:35][C:34](I)=[CH:33][CH:32]=1.C(=O)([O-])[O-].[Cs+].[Cs+].ClCCl>O1CCOCC1>[CH3:1][O:2][C:3]([C:5]1[O:6][C:7]([CH3:27])=[C:8]([CH2:10][O:11][C:12]2[CH:13]=[CH:14][C:15]([C:34]3[CH:35]=[CH:36][C:31]([O:30][CH:29]([F:38])[F:28])=[CH:32][CH:33]=3)=[CH:16][CH:17]=2)[CH:9]=1)=[O:4] |f:2.3.4|. Procedure details: A degassed mixture of 5-methyl-4-[4-(4,4,5,5-tetramethyl-[1,3,2]dioxaborolan-2-yl)-phenoxymethyl]-furan-2-carboxylic acid methyl ester (119) (200 mg, 0.54 mmoles), 4-difluoromethoxy-1-iodo-benzene (175 mg, 0.65 mmoles), 2M aqueous cesium carbonate (0.81 ml) and), [1,1′-bis(diphenylphosphino) ferrocene]dichloropalladium(II) complex with dichloromethane (1:1) (20 mg) in 1,4-dioxan (10 ml), under an argon atmosphere was heated at 80° C. for 20 h. Further quantities of 4-difluoromethoxy-1-iodo-benze...